From a dataset of the Open Reaction Database (ORD), a public repository of structured organic reaction records. describe an organic reaction: reactants, conditions, products, and yield The reactants are O=C([O-])[O-], CC(C)c1cccc(C(C)C)c1-n1cc[n+](-c2c(C(C)C)cccc2C(C)C)c1, [Cl-], CC1(C)OB(c2ccc(-c3nc4c(cnn4-c4ccccc4)c(=O)n3-c3ccc(Cl)cc3)cc2)OC1(C)C, [Cs+], [Cs+], Nc1ccnc(Cl)c1, O=C(C=Cc1ccccc1)C=Cc1ccccc1, O=C(C=Cc1ccccc1)C=Cc1ccccc1, O=C(C=Cc1ccccc1)C=Cc1ccccc1, [Pd], [Pd]. Yields the product Nc1ccnc(-c2ccc(-c3nc4c(cnn4-c4ccccc4)c(=O)n3-c3ccc(Cl)cc3)cc2)c1. RXN SMILES: [C:47](=[O:48])([O-:49])[O-:50].[CH:54]([c:55]1[cH:56][cH:57][cH:58][c:59]([CH:60]([CH3:61])[CH3:62])[c:63]1-[n+:64]1[cH:65][cH:66][n:67](-[c:68]2[c:69]([CH:70]([CH3:71])[CH3:72])[cH:73][cH:74][cH:75][c:76]2[CH:77]([CH3:78])[CH3:79])[cH:80]1)([CH3:81])[CH3:82].[Cl-:53].[Cl:1][c:2]1[cH:3][cH:4][c:5](-[n:8]2[c:9](-[c:24]3[cH:25][cH:26][c:27]([B:30]4[O:31][C:32]([CH3:33])([CH3:34])[C:35]([CH3:36])([CH3:37])[O:38]4)[cH:28][cH:29]3)[n:10][c:11]3[c:12]([c:13]2=[O:14])[cH:15][n:16][n:17]3-[c:18]2[cH:19][cH:20][cH:21][cH:22][cH:23]2)[cH:6][cH:7]1.[Cs+:51].[Cs+:52].[NH2:39][c:40]1[cH:41][c:42]([Cl:46])[n:43][cH:44][cH:45]1.[O:103]=[C:104]([CH:105]=[CH:106][c:107]1[cH:108][cH:109][cH:110][cH:111][cH:112]1)[CH:113]=[CH:114][c:115]1[cH:116][cH:117][cH:118][cH:119][cH:120]1.[O:121]=[C:122]([CH:123]=[CH:124][c:125]1[cH:126][cH:127][cH:128][cH:129][cH:130]1)[CH:131]=[CH:132][c:133]1[cH:134][cH:135][cH:136][cH:137][cH:138]1.[O:85]=[C:86]([CH:87]=[CH:88][c:89]1[cH:90][cH:91][cH:92][cH:93][cH:94]1)[CH:95]=[CH:96][c:97]1[cH:98][cH:99][cH:100][cH:101][cH:102]1.[Pd:83].[Pd:84]>>[Cl:1][c:2]1[cH:3][cH:4][c:5](-[n:8]2[c:9](-[c:24]3[cH:25][cH:26][c:27](-[c:42]4[cH:41][c:40]([NH2:39])[cH:45][cH:44][n:43]4)[cH:28][cH:29]3)[n:10][c:11]3[c:12]([c:13]2=[O:14])[cH:15][n:16][n:17]3-[c:18]2[cH:19][cH:20][cH:21][cH:22][cH:23]2)[cH:6][cH:7]1. The reactants are COC(CCC=1C(N(CCC1)CC=C)=O)=O (3-(1-allyl-2-oxo-1,2,5,6-tetrahydro-pyridin-3-yl)-propionic acid methyl ester), C(C)(=O)O (acetic acid), NO[K] (NH2OK), solution. Run in CO (methanol), C(C)(=O)OCC (ethyl acetate). Conditions: time 3 hour. Yields the product C(C=C)N1C(C(=CCC1)CCC(=O)NO)=O (3-(1-allyl-2-oxo-1,2,5,6-tetrahydro-pyridin-3-yl)-N-hydroxy-propionamide). Yield: 48.0%. As a reaction SMILES: C[O:2][C:3](=O)[CH2:4][CH2:5][C:6]1[C:7](=[O:15])[N:8]([CH2:12][CH:13]=[CH2:14])[CH2:9][CH2:10][CH:11]=1.[NH2:17][O:18][K].C(O)(=O)C>CO.C(OCC)(=O)C>[CH2:12]([N:8]1[CH2:9][CH2:10][CH:11]=[C:6]([CH2:5][CH2:4][C:3]([NH:17][OH:18])=[O:2])[C:7]1=[O:15])[CH:13]=[CH2:14]. Procedure details: 24 mg of 3-(1-allyl-2-oxo-1,2,5,6-tetrahydro-pyridin-3-yl)-propionic acid methyl ester (i1) prepared from the above Step 2 was dissolved in methanol solution (0.11 mM) and then 0.122 ml of 1.7M NH2OK suspension solution (0.207 mM) was added thereto at 0° c. and stirred for 3 hrs at room temperature. The resulting mixture was neutralized with 0.02 ml of acetic acid, diluted with 10 ml of ethyl acetate solution, filtered and concentrated in vacuo. The resulting compound was purified by column chro... Reactants: CCCCOCCOc1ccc(-c2ccc3c(c2)C=C(C(=O)Nc2ccc(SCc4cc(OCC)ccn4)c(C)c2)CCN3CC(C)C)cc1, ClCCl, O=C(OO)c1cccc(Cl)c1, [Na+], [Na+], O=S([O-])([O-])=S. Product: CCCCOCCOc1ccc(-c2ccc3c(c2)C=C(C(=O)Nc2ccc(S(=O)Cc4cc(OCC)ccn4)c(C)c2)CCN3CC(C)C)cc1. RXN SMILES: [CH2:1]([CH2:2][CH2:3][CH3:4])[O:5][CH2:6][CH2:7][O:8][c:9]1[cH:10][cH:11][c:12](-[c:15]2[cH:16][cH:17][c:18]3[c:19]([cH:50]2)[CH:20]=[C:21]([C:29](=[O:30])[NH:31][c:32]2[cH:33][c:34]([CH3:49])[c:35]([S:38][CH2:39][c:40]4[n:41][cH:42][cH:43][c:44]([O:46][CH2:47][CH3:48])[cH:45]4)[cH:36][cH:37]2)[CH2:22][CH2:23][N:24]3[CH2:25][CH:26]([CH3:27])[CH3:28])[cH:13][cH:14]1.[CH2:69]([Cl:70])[Cl:71].[Cl:51][c:52]1[cH:53][cH:54][cH:55][c:56]([C:57]([O:58][OH:60])=[O:59])[cH:61]1.[Na+:67].[Na+:68].[S:62]([O-:63])([O-:64])(=[O:65])=[S:66]>>[CH2:1]([CH2:2][CH2:3][CH3:4])[O:5][CH2:6][CH2:7][O:8][c:9]1[cH:10][cH:11][c:12](-[c:15]2[cH:16][cH:17][c:18]3[c:19]([cH:50]2)[CH:20]=[C:21]([C:29](=[O:30])[NH:31][c:32]2[cH:33][c:34]([CH3:49])[c:35]([S:38]([CH2:39][c:40]4[n:41][cH:42][cH:43][c:44]([O:46][CH2:47][CH3:48])[cH:45]4)=[O:59])[cH:36][cH:37]2)[CH2:22][CH2:23][N:24]3[CH2:25][CH:26]([CH3:27])[CH3:28])[cH:13][cH:14]1. The reactants are O=Cc1cnn(-c2c(Cl)cc(C(F)(F)F)cc2Cl)n1, O=[Cr](=O)=O, O, O=S(=O)(O)O. The product is O=C(O)c1cnn(-c2c(Cl)cc(C(F)(F)F)cc2Cl)n1. As a reaction SMILES: [Cl:1][c:2]1[c:3](-[n:13]2[n:14][cH:15][c:16]([CH:18]=[O:19])[n:17]2)[c:4]([Cl:12])[cH:5][c:6]([C:8]([F:9])([F:10])[F:11])[cH:7]1.[O:20]=[Cr:21](=[O:22])=[O:23].[OH2:24].[S:25](=[O:26])(=[O:27])([OH:28])[OH:29]>>[Cl:1][c:2]1[c:3](-[n:13]2[n:14][cH:15][c:16]([C:18](=[O:19])[OH:20])[n:17]2)[c:4]([Cl:12])[cH:5][c:6]([C:8]([F:9])([F:10])[F:11])[cH:7]1. Reactants: C(C)(C)C1=NC2=C(N1)C=CC=C2 (2-isopropyl-1H-benzimidazole), C(C)(=O)OCC (ethyl acetate), BrCCCCC(=O)OCC (ethyl 5-bromovalerate), [I-].[Na+] (sodium iodide). The solvent is CN(C=O)C (dimethylformamide). Run at time 2 hour. Yields the product C(=O)(OCC)CCCCN1C(=NC2=C1C=CC=C2)C(C)C (1-(4-carboethoxybutyl)-2-(1-methylethyl)-1H-benzimidazole). RXN SMILES: [CH:1]([C:4]1[NH:8][C:7]2[CH:9]=[CH:10][CH:11]=[CH:12][C:6]=2[N:5]=1)([CH3:3])[CH3:2].Br[CH2:14][CH2:15][CH2:16][CH2:17][C:18]([O:20][CH2:21][CH3:22])=[O:19].[I-].[Na+].C(OCC)(=O)C>CN(C)C=O>[C:18]([CH2:17][CH2:16][CH2:15][CH2:14][N:8]1[C:7]2[CH:9]=[CH:10][CH:11]=[CH:12][C:6]=2[N:5]=[C:4]1[CH:1]([CH3:3])[CH3:2])([O:20][CH2:21][CH3:22])=[O:19] |f:2.3|. Procedure details: Part A. Sodium hydride (1.62 g of a 50% slurry, 33.8 mmol) was washed with hexane and dried under vacuum. Dimethylformamide (50 mL) was added, followed by a solution of 2-isopropyl-1H-benzimidazole (5.41 g, 33.8 mmol) in dimethylformamide (15 mL). After stirring at ambient temperature for two hours, the mixture was treated with ethyl 5-bromovalerate (5.50 mL, 34.8 mmol) and sodium iodide (1.19 g, 7.94 mmol). The mixture was heated to 80° C. for 18 hours, then cooled and poured into ethyl acetate...